This data is from the Open Reaction Database (ORD), a public repository of structured organic reaction records. The task is: describe an organic reaction: reactants, conditions, products, and yield Reactants: CC1=NOC(=N1)C1=C(C=CC=C1)NC(=O)Cl ([2-(3-Methyl-1,2,4-oxadiazol-5-yl)phenyl]carbamoyl chloride), OCC1CCN(CC1)CCNS(=O)(=O)C (N-[2-[4-(Hydroxymethyl)-1-piperidinyl]ethyl]methanesulphonamide), C([O-])(O)=O.[Na+] (sodium bicarbonate). The solvent is C1(=CC=CC=C1)C.C(C)O (toluene ethanol). Run at time 10 minute. Product: CS(=O)(=O)NCCN1CCC(CC1)OC(N(C1=C(C=CC=C1)C1=NC(=NO1)C)C)=O ([1-[2-[(Methylsulphonyl)amino]ethyl]-4-piperidinyl]methyl[2-(3-methyl-1,2,4-oxadiazol-5-yl)phenyl]carbamate). RXN SMILES: [CH3:1][C:2]1[N:6]=[C:5]([C:7]2[CH:12]=[CH:11][CH:10]=[CH:9][C:8]=2[NH:13][C:14](Cl)=O)[O:4][N:3]=1.OC[CH:19]1[CH2:24][CH2:23][N:22]([CH2:25][CH2:26][NH:27][S:28]([CH3:31])(=[O:30])=[O:29])[CH2:21][CH2:20]1.[C:32](=[O:35])(O)[O-:33].[Na+]>C1(C)C=CC=CC=1.C(O)C>[CH3:31][S:28]([NH:27][CH2:26][CH2:25][N:22]1[CH2:21][CH2:20][CH:19]([O:33][C:32](=[O:35])[N:13]([CH3:14])[C:8]2[CH:9]=[CH:10][CH:11]=[CH:12][C:7]=2[C:5]2[O:4][N:3]=[C:2]([CH3:1])[N:6]=2)[CH2:24][CH2:23]1)(=[O:29])=[O:30] |f:2.3,4.5|. Procedure details: [2-(3-Methyl-1,2,4-oxadiazol-5-yl)phenyl]carbamoyl chloride (7.5 g) was placed in a flask equipped with an air stirrer and ground to a powder N-[2-[4-(Hydroxymethyl)-1-piperidinyl]ethyl]methanesulphonamide (9.33 g) was added and the solids intimately mixed under nitrogen for 10 min at room temperature. The mixture was stirred under a stream of nitrogen at 150° for 10 min. The mixture was allowed to cool then toluene/ethanol (10:1; 110 ml) was cautiously added followed by 8% sodium bicarbonate so... The reactants are N(=NC(=O)OCC)C(=O)OCC (diethyl azodicarboxylate), COC(=O)C=1C=C(C=C(C1N(C)S(=O)(=O)C1=CC=C(C=C1)O)CN1CCN(CC1)C)C1=CC=CC=C1 (4-[(4-Hydroxy-benzenesulfonyl)-methyl-amino]-5-(4-methyl-piperazin-1-ylmethyl)-biphenyl-3-carboxylic acid methyl ester), C(C#CC)O (2-butyn-1-ol), C1(=CC=CC=C1)P(C1=CC=CC=C1)C1=CC=CC=C1 (triphenylphosphine). Solvent: C1CCOC1 (THF), C(C)(=O)OCC (ethyl acetate). Conditions: time 18 hour. Yields the product COC(=O)C=1C=C(C=C(C1N(C)S(=O)(=O)C1=CC=C(C=C1)OCC#CC)CN1CCN(CC1)C)C1=CC=CC=C1 (4-[(4-But-2-ynyloxy-benzenesulfonyl)-methyl-amino]-5-(4-methyl-piperazin-1-yl methyl)-biphenyl-3-carboxylic acid methyl ester). Isolated yield 92.9%. Reaction SMILES: [CH3:1][O:2][C:3]([C:5]1[CH:6]=[C:7]([C:31]2[CH:36]=[CH:35][CH:34]=[CH:33][CH:32]=2)[CH:8]=[C:9]([CH2:23][N:24]2[CH2:29][CH2:28][N:27]([CH3:30])[CH2:26][CH2:25]2)[C:10]=1[N:11]([S:13]([C:16]1[CH:21]=[CH:20][C:19]([OH:22])=[CH:18][CH:17]=1)(=[O:15])=[O:14])[CH3:12])=[O:4].[CH2:37](O)[C:38]#[C:39][CH3:40].C1(P(C2C=CC=CC=2)C2C=CC=CC=2)C=CC=CC=1.N(C(OCC)=O)=NC(OCC)=O>C1COCC1.C(OCC)(=O)C>[CH3:1][O:2][C:3]([C:5]1[CH:6]=[C:7]([C:31]2[CH:36]=[CH:35][CH:34]=[CH:33][CH:32]=2)[CH:8]=[C:9]([CH2:23][N:24]2[CH2:25][CH2:26][N:27]([CH3:30])[CH2:28][CH2:29]2)[C:10]=1[N:11]([S:13]([C:16]1[CH:17]=[CH:18][C:19]([O:22][CH2:37][C:38]#[C:39][CH3:40])=[CH:20][CH:21]=1)(=[O:15])=[O:14])[CH3:12])=[O:4]. Procedure details: To a solution of 0.810 g (1.59 mmol) of the product of Example 73 and 0.594 mL (7.95 mmol) of 2-butyn-1-ol in 8 mL of THF, was added 2.08 g (7.95 mmol) of triphenylphosphine and then 1.25 mL (7.95 mmol) of diethyl azodicarboxylate. The mixture was stirred at room temperature for 18 h, diluted with ethyl acetate, washed with water and brine, dried over Na2SO4, and concentrated in vacuo. The residue was chromatographed on silica gel with 2% methanol/dichloromethane to provide 0.830 g (93%) of the ... Starting materials: Cc1ccc(F)cc1Br, C1CCOC1, CC(C)[N-]C(C)C, [Li+], CN(C)C=O. Product: Cc1ccc(F)c(C=O)c1Br. Reaction SMILES: [Br:1][c:2]1[c:3]([CH3:9])[cH:4][cH:5][c:6]([F:8])[cH:7]1.[CH2:23]1[O:24][CH2:25][CH2:26][CH2:27]1.[CH3:11][CH:12]([N-:13][CH:14]([CH3:15])[CH3:16])[CH3:17].[Li+:10].[O:18]=[CH:19][N:20]([CH3:21])[CH3:22]>>[Br:1][c:2]1[c:3]([CH3:9])[cH:4][cH:5][c:6]([F:8])[c:7]1[CH:19]=[O:18]. Starting materials: C(C1=CC=CC=C1)[C@@H]1CNCC[C@@H]1OCC1=CC(=CC(=C1)C(F)(F)F)C(F)(F)F (cis-3-Benzyl-4-[[3,5-bis(trifluoromethyl)benzyl]oxy]piperidine), C1CCOC1 (THF). Run in C(C)(=O)Cl (acetyl chloride), CCN(CC)CC (Et3N). Run at time 1 hour. Yields the product C(C)(=O)N1C[C@H]([C@H](CC1)OCC1=CC(=CC(=C1)C(F)(F)F)C(F)(F)F)CC1=CC=CC=C1 (cis-1-Acetyl-3-benzyl-4-[[3,5-bis(trifluoromethyl)benzyl]oxy]piperidine). Isolated yield 79.0%. Reaction SMILES: [CH2:1]([C@H:8]1[C@@H:13]([O:14][CH2:15][C:16]2[CH:21]=[C:20]([C:22]([F:25])([F:24])[F:23])[CH:19]=[C:18]([C:26]([F:29])([F:28])[F:27])[CH:17]=2)[CH2:12][CH2:11][NH:10][CH2:9]1)[C:2]1[CH:7]=[CH:6][CH:5]=[CH:4][CH:3]=1.C1C[O:33][CH2:32][CH2:31]1>C(Cl)(=O)C.CCN(CC)CC>[C:32]([N:10]1[CH2:11][CH2:12][C@H:13]([O:14][CH2:15][C:16]2[CH:17]=[C:18]([C:26]([F:29])([F:27])[F:28])[CH:19]=[C:20]([C:22]([F:23])([F:24])[F:25])[CH:21]=2)[C@H:8]([CH2:1][C:2]2[CH:7]=[CH:6][CH:5]=[CH:4][CH:3]=2)[CH2:9]1)(=[O:33])[CH3:31]. Procedure details: To a solution of the compound (0.40 g) obtained in Example 404 in THF (4 ml), acetyl chloride (0.075 ml) and Et3N (0.147 ml) were added at room temperature, and the reaction mixture was stirred at the same temperature for 1 hour. The reaction mixture was concentrated under reduced pressure, and then the residue was dissolved in ethyl acetate. The organic layer was washed with 1 N hydrogen chloride and brine, dried, and then the solvent was evaporated under reduced pressure. The obtained residue ... The reactants are N1=C(C=CC=C1)CNC(C1=CC=C(C=C1)OCCCCCCCCCCCCCC)=O (N-(2-Pyridinylmethyl)-4-(tetradecyloxy)benzamide), C(C)(=O)OC(C)=O (acetic anhydride), N1=CC=CC=C1 (pyridine). Reagents/catalysts: CN(C1=CC=NC=C1)C (4-dimethylaminopyridine). The solvent is O (water). Yields the product C(C)(=O)N(C(C1=CC=C(C=C1)OCCCCCCCCCCCCCC)=O)CC1=NC=CC=C1 (N-Acetyl-N-(2-pyridinylmethyl)-4-(tetradecyloxy)benzamide). RXN SMILES: [N:1]1[CH:6]=[CH:5][CH:4]=[CH:3][C:2]=1[CH2:7][NH:8][C:9](=[O:31])[C:10]1[CH:15]=[CH:14][C:13]([O:16][CH2:17][CH2:18][CH2:19][CH2:20][CH2:21][CH2:22][CH2:23][CH2:24][CH2:25][CH2:26][CH2:27][CH2:28][CH2:29][CH3:30])=[CH:12][CH:11]=1.[C:32](OC(=O)C)(=[O:34])[CH3:33].N1C=CC=CC=1>CN(C)C1C=CN=CC=1.O>[C:32]([N:8]([CH2:7][C:2]1[CH:3]=[CH:4][CH:5]=[CH:6][N:1]=1)[C:9](=[O:31])[C:10]1[CH:11]=[CH:12][C:13]([O:16][CH2:17][CH2:18][CH2:19][CH2:20][CH2:21][CH2:22][CH2:23][CH2:24][CH2:25][CH2:26][CH2:27][CH2:28][CH2:29][CH3:30])=[CH:14][CH:15]=1)(=[O:34])[CH3:33]. Procedure: A mixture of 2.0 g of product from Example 4, 8.9 ml acetic anhydride, 0.0863 g 4-dimethylaminopyridine and 30 ml pyridine is heated at reflux temperature for 23 hours, cooled, poured into 150 ml of water and extracted with methylene chloride. The organic layer is washed with saturated sodium chloride, dried and concentrated in vacuo. The residue is purified by column chromatogaphy (silica gel: 15-20% ethyl acetate/hexane) to give 1.4 g of the desired product as light yellow crystals. Starting materials: C(#C)C=1C=NN2C1N=C(C=C2C(F)(F)F)C2=CC=C(C=C2)C(F)(F)F (3-ethynyl-7-trifluoromethyl-5-(4-trifluoromethyl-phenyl)-pyrazolo[1,5-a]pyrimidine), OCCN(S(=O)(=O)C=1SC(=CC1)Cl)CCO (5-Chloro-thiophene-2-sulfonic acid bis-(2-hydroxy-ethyl)-amide). Yields the product OCCN(S(=O)(=O)C=1SC(=CC1)C#CC=1C=NN2C1N=C(C=C2C(F)(F)F)C2=CC=C(C=C2)C(F)(F)F)CCO (5-[7-Trifluoromethyl-5-(4-trifluoromethyl-phenyl)-pyrazolo[1,5-a]pyrimidin-3-ylethynyl]-thiophene-2-sulfonic acid bis-(2-hydroxy-ethyl)-amide), solid. Isolated yield 20.0%. As a reaction SMILES: [C:1]([C:3]1[CH:4]=[N:5][N:6]2[C:11]([C:12]([F:15])([F:14])[F:13])=[CH:10][C:9]([C:16]3[CH:21]=[CH:20][C:19]([C:22]([F:25])([F:24])[F:23])=[CH:18][CH:17]=3)=[N:8][C:7]=12)#[CH:2].[OH:26][CH2:27][CH2:28][N:29]([CH2:39][CH2:40][OH:41])[S:30]([C:33]1[S:34][C:35](Cl)=[CH:36][CH:37]=1)(=[O:32])=[O:31]>>[OH:26][CH2:27][CH2:28][N:29]([CH2:39][CH2:40][OH:41])[S:30]([C:33]1[S:34][C:35]([C:2]#[C:1][C:3]2[CH:4]=[N:5][N:6]3[C:11]([C:12]([F:14])([F:13])[F:15])=[CH:10][C:9]([C:16]4[CH:21]=[CH:20][C:19]([C:22]([F:25])([F:24])[F:23])=[CH:18][CH:17]=4)=[N:8][C:7]=23)=[CH:36][CH:37]=1)(=[O:32])=[O:31]. Reported procedure: The title compound was prepared from 3-ethynyl-7-trifluoromethyl-5-(4-trifluoromethyl-phenyl)-pyrazolo[1,5-a]pyrimidine (example C.1) (178 mg, 0.5 mmol) and 5-chloro-thiophene-2-sulfonic acid bis-(2-hydroxy-ethyl)-amide (example B.40) (143 mg, 0.5 mmol) according to general procedure II. Obtained as a yellow solid (60 mg, 20%). MS (ISP) 622.0 [(M+NH4)+]; mp 137° C.